This data is from the Open Reaction Database (ORD), a public repository of structured organic reaction records. The task is: describe an organic reaction: reactants, conditions, products, and yield Reactants: C1OC=2C=C(CN)C=CC2O1 (3,4-methylenedioxy-benzylamine), COC(C1=CC=C(C=C1)C=1N=C(C2=C(N1)SC(=C2)C)Cl)=O (4-(4-chloro-6-methyl-thieno-[2,3-d]-pyrimidin-2-yl)-benzoic acid methylester). Product: COC(C1=CC=C(C=C1)C=1N=C(C2=C(N1)SC(=C2)C)NCC2=CC1=C(C=C2)OCO1)=O (4-[4-(3,4-methylenedioxybenzylamino)-6-methyl-thieno-[2,3-d]-pyrimidin-2-yl]-benzoic acid methylester). As a reaction SMILES: [CH2:1]1[O:11][C:10]2[CH:9]=[CH:8][C:5]([CH2:6][NH2:7])=[CH:4][C:3]=2[O:2]1.[CH3:12][O:13][C:14](=[O:32])[C:15]1[CH:20]=[CH:19][C:18]([C:21]2[N:22]=[C:23](Cl)[C:24]3[CH:29]=[C:28]([CH3:30])[S:27][C:25]=3[N:26]=2)=[CH:17][CH:16]=1>>[CH3:12][O:13][C:14](=[O:32])[C:15]1[CH:16]=[CH:17][C:18]([C:21]2[N:22]=[C:23]([NH:7][CH2:6][C:5]3[CH:8]=[CH:9][C:10]4[O:11][CH2:1][O:2][C:3]=4[CH:4]=3)[C:24]3[CH:29]=[C:28]([CH3:30])[S:27][C:25]=3[N:26]=2)=[CH:19][CH:20]=1. Reported procedure: The reaction procedure as above wherein 3,4-methylenedioxy-benzylamine is reacted with 4-(4-chloro-6-methyl-thieno-[2,3-d]-pyrimidin-2-yl)-benzoic acid methylester yields 4-[4-(3,4-methylenedioxybenzylamino)-6-methyl-thieno-[2,3-d]-pyrimidin-2-yl]-benzoic acid methylester. Reactants: C1CCOC1, CCN(C(C)C)C(C)C, O=S(=O)(Cl)c1ccc(C(F)(F)F)cc1, Cc1cc(NC(=O)NCCN2CCC(N)CC2)c2ccccc2n1. The product is Cc1cc(NC(=O)NCCN2CCC(NS(=O)(=O)c3ccc(C(F)(F)F)cc3)CC2)c2ccccc2n1. RXN SMILES: [CH2:48]1[O:49][CH2:50][CH2:51][CH2:52]1.[CH:39]([N:40]([CH2:41][CH3:42])[CH:43]([CH3:44])[CH3:45])([CH3:46])[CH3:47].[F:1][C:2]([c:3]1[cH:4][cH:5][c:6]([S:9](=[O:10])(=[O:11])[Cl:12])[cH:7][cH:8]1)([F:13])[F:14].[NH2:15][CH:16]1[CH2:17][CH2:18][N:19]([CH2:22][CH2:23][NH:24][C:25](=[O:26])[NH:27][c:28]2[cH:29][c:30]([CH3:38])[n:31][c:32]3[cH:33][cH:34][cH:35][cH:36][c:37]23)[CH2:20][CH2:21]1>>[F:1][C:2]([c:3]1[cH:4][cH:5][c:6]([S:9](=[O:10])(=[O:11])[NH:15][CH:16]2[CH2:17][CH2:18][N:19]([CH2:22][CH2:23][NH:24][C:25](=[O:26])[NH:27][c:28]3[cH:29][c:30]([CH3:38])[n:31][c:32]4[cH:33][cH:34][cH:35][cH:36][c:37]34)[CH2:20][CH2:21]2)[cH:7][cH:8]1)([F:13])[F:14]. The reactants are C(C)(C)(C)OC(=O)N1CCC(CC1)N1C(C2=CC=C(C=C2C1)OC)=O (4-(5-methoxy-1-oxo-1,3-dihydro-isoindol-2-yl)-piperidine-1-carboxylic acid tert-butyl ester), FC(C(=O)O)(F)F (trifluoro-acetic acid). Solvent: ClCCl (dichloromethane). Conditions: time 8 hour. Yields the product FC(C(=O)O)(F)F.COC=1C=C2CN(C(C2=CC1)=O)C1CCNCC1 (5-Methoxy-2-piperidin-4-yl-2,3-dihydro-isoindol-1-one trifluoroacetate). Reaction SMILES: C(OC([N:8]1[CH2:13][CH2:12][CH:11]([N:14]2[CH2:22][C:21]3[C:16](=[CH:17][CH:18]=[C:19]([O:23][CH3:24])[CH:20]=3)[C:15]2=[O:25])[CH2:10][CH2:9]1)=O)(C)(C)C.[F:26][C:27]([F:32])([F:31])[C:28]([OH:30])=[O:29]>ClCCl>[F:26][C:27]([F:32])([F:31])[C:28]([OH:30])=[O:29].[CH3:24][O:23][C:19]1[CH:20]=[C:21]2[C:16](=[CH:17][CH:18]=1)[C:15](=[O:25])[N:14]([CH:11]1[CH2:12][CH2:13][NH:8][CH2:9][CH2:10]1)[CH2:22]2 |f:3.4|. Reported procedure: To a solution of 4-(5-methoxy-1-oxo-1,3-dihydro-isoindol-2-yl)-piperidine-1-carboxylic acid tert-butyl ester (0.84 g, 2.44 mmol) in dichloromethane (8.5 mL) was added trifluoro-acetic acid (1.7 mL) and the reaction mixture stirred at rt overnight. The solvent was removed under reduced pressure and the crude product used in the consecutive step without further purification assuming quantitative deprotection and formation of the trifluoroacetate salt. MS (ISP): 247.3 [M+H]+. Starting materials: ClC1=NC(=C(N=C1)C1=CC=CC=C1)C1=CC=CC=C1 (2-chloro-5,6-diphenylpyrazine), N1C(CCC1)CCCCOC1OCCCC1 ((±)-1-(2-pyrrolidinyl)-4-(2-tetrahydropyranyloxy)butane). Product: C1(=CC=CC=C1)C=1N=CC(=NC1C1=CC=CC=C1)N1C(CCC1)CCCCOC1OCCCC1 ((±)-1-[1-(5,6-diphenylpyrazin-2-yl)pyrrolidin-2-yl]-4-(2-tetrahydropyranyloxy)butane). Reaction SMILES: Cl[C:2]1[CH:7]=[N:6][C:5]([C:8]2[CH:13]=[CH:12][CH:11]=[CH:10][CH:9]=2)=[C:4]([C:14]2[CH:19]=[CH:18][CH:17]=[CH:16][CH:15]=2)[N:3]=1.[NH:20]1[CH2:24][CH2:23][CH2:22][CH:21]1[CH2:25][CH2:26][CH2:27][CH2:28][O:29][CH:30]1[CH2:35][CH2:34][CH2:33][CH2:32][O:31]1>>[C:8]1([C:5]2[N:6]=[CH:7][C:2]([N:20]3[CH2:24][CH2:23][CH2:22][CH:21]3[CH2:25][CH2:26][CH2:27][CH2:28][O:29][CH:30]3[CH2:35][CH2:34][CH2:33][CH2:32][O:31]3)=[N:3][C:4]=2[C:14]2[CH:19]=[CH:18][CH:17]=[CH:16][CH:15]=2)[CH:13]=[CH:12][CH:11]=[CH:10][CH:9]=1. Procedure details: In the same manner as in the step 1 of Example 9, except that 2-chloro-5,6-diphenylpyrazine was used in place of 2-chloro-5,6-di-p-tolylpyrazine and (±)-1-(2-pyrrolidinyl)-4-(2-tetrahydropyranyloxy)butane was used in place of 4-(methylamino)-1-butanol, the desired compound was prepared as a yellowish crystal having a melting point of 94 to 96° C. The reactants are FC=1C=C(C=C(C1NS(=O)(=O)C)F)C(C)NC(=O)C=1N=C(OC1)Cl (2-Chloro-oxazole-4-carboxylic acid [1-(3,5-difluoro-4-methanesulfonylamino-phenyl)-ethyl]-amide), IC=1C=C(C=CC1)O (3-iodophenol). Yields the product FC=1C=C(C=C(C1NS(=O)(=O)C)F)C(C)NC(=O)C=1N=C(OC1)OC1=CC(=CC=C1)I (2-(3-Iodo-phenoxy)-oxazole-4-carboxylic acid [1-(3,5-difluoro-4-methanesulfonylamino-phenyl)-ethyl]-amide). Yield: 92.9%. Reaction SMILES: [F:1][C:2]1[CH:3]=[C:4]([CH:14]([NH:16][C:17]([C:19]2[N:20]=[C:21](Cl)[O:22][CH:23]=2)=[O:18])[CH3:15])[CH:5]=[C:6]([F:13])[C:7]=1[NH:8][S:9]([CH3:12])(=[O:11])=[O:10].[I:25][C:26]1[CH:27]=[C:28]([OH:32])[CH:29]=[CH:30][CH:31]=1>>[F:1][C:2]1[CH:3]=[C:4]([CH:14]([NH:16][C:17]([C:19]2[N:20]=[C:21]([O:32][C:28]3[CH:29]=[CH:30][CH:31]=[C:26]([I:25])[CH:27]=3)[O:22][CH:23]=2)=[O:18])[CH3:15])[CH:5]=[C:6]([F:13])[C:7]=1[NH:8][S:9]([CH3:12])(=[O:11])=[O:10]. Reported procedure: 2-Chloro-oxazole-4-carboxylic acid [1-(3,5-difluoro-4-methanesulfonylamino-phenyl)-ethyl]-amide (50 mg, 0.13 mmol) was reacted with 3-iodophenol (58 mg, 0.26 mmol) to give the title compound (68 mg, 85%) after purification by column chromatography (gradient 12% to 100% EtOAc in n-hexane). Starting materials: CC(=O)OCC1OC(n2cnc3c(Br)ncnc32)C2OC(C)(C)OC12, Cc1noc(C)c1B(O)O. The product is CC(=O)OCC1OC(n2cnc3c(-c4c(C)noc4C)ncnc32)C2OC(C)(C)OC12. RXN SMILES: [C:1]([CH3:2])(=[O:3])[O:4][CH2:5][CH:6]1[O:7][CH:8]([n:16]2[c:17]3[n:18][cH:19][n:20][c:21]([Br:25])[c:22]3[n:23][cH:24]2)[CH:9]2[O:10][C:11]([CH3:14])([CH3:15])[O:12][CH:13]12.[CH3:26][c:27]1[n:28][o:29][c:30]([CH3:35])[c:31]1[B:32]([OH:33])[OH:34]>>[C:1]([CH3:2])(=[O:3])[O:4][CH2:5][CH:6]1[O:7][CH:8]([n:16]2[c:17]3[n:18][cH:19][n:20][c:21](-[c:31]4[c:27]([CH3:26])[n:28][o:29][c:30]4[CH3:35])[c:22]3[n:23][cH:24]2)[CH:9]2[O:10][C:11]([CH3:14])([CH3:15])[O:12][CH:13]12. The reactants are BrC1=CC=C(C=C1)[C@H](C)N1C(O[C@@](CC1)(CC(C)(C)O)C1=CC=C(C=C1)F)=O ((S)-3-((S)-1-(4-bromophenyl)ethyl)-6-(4-fluorophenyl)-6-(2-hydroxy-2-methylpropyl)-1,3-oxazinan-2-one), BrC1=CC(=NC(=C1)C)C (4-bromo-2,6-dimethylpyridine). The product is CC1=NC(=CC(=C1)C1=CC=C(C=C1)[C@H](C)N1C(O[C@@](CC1)(CC(C)(C)O)C1=CC=C(C=C1)F)=O)C ((S)-3-((S)-1-(4-(2,6-dimethylpyridin-4-yl)phenyl)ethyl)-6-(4-fluorophenyl)-6-(2-hydroxy-2-methylpropyl)-1,3-oxazinan-2-one). RXN SMILES: Br[C:2]1[CH:7]=[CH:6][C:5]([C@@H:8]([N:10]2[CH2:15][CH2:14][C@@:13]([C:21]3[CH:26]=[CH:25][C:24]([F:27])=[CH:23][CH:22]=3)([CH2:16][C:17]([OH:20])([CH3:19])[CH3:18])[O:12][C:11]2=[O:28])[CH3:9])=[CH:4][CH:3]=1.Br[C:30]1[CH:35]=[C:34]([CH3:36])[N:33]=[C:32]([CH3:37])[CH:31]=1>>[CH3:37][C:32]1[CH:31]=[C:30]([C:2]2[CH:7]=[CH:6][C:5]([C@@H:8]([N:10]3[CH2:15][CH2:14][C@@:13]([C:21]4[CH:22]=[CH:23][C:24]([F:27])=[CH:25][CH:26]=4)([CH2:16][C:17]([OH:20])([CH3:18])[CH3:19])[O:12][C:11]3=[O:28])[CH3:9])=[CH:4][CH:3]=2)[CH:35]=[C:34]([CH3:36])[N:33]=1. Procedure details: The title compound was prepared from (S)-3-((S)-1-(4-bromophenyl)ethyl)-6-(4-fluorophenyl)-6-(2-hydroxy-2-methylpropyl)-1,3-oxazinan-2-one following procedures analogous to those described in Example 313 Steps 3 and 4 using 4-bromo-2,6-dimethylpyridine in Step 4. LC-MS Method 2 tR=1.001, m/z=477.1; 1H NMR (CDCl3) 1.05-1.23 (d, 6H), 1.49 (d, 3H), 2.10-2.23 (m, 4H), 2.31-2.42 (m, 1H), 2.56 (s, 6H), 2.89 (m, 1H), 5.67 (m, 1H), 6.92-7.07 (m, 4H), 7.08 (s, 2H), 7.22 (m, 2H), 7.33 (d, 2H). Starting materials: BrCCCc1ccccc1, O=C([O-])[O-], [K+], [K+], CN(C)C=O, O=CC1=Cc2cc(O)ccc2OC1. Product: O=CC1=Cc2cc(OCCCc3ccccc3)ccc2OC1. RXN SMILES: [Br:20][CH2:21][CH2:22][CH2:23][c:24]1[cH:25][cH:26][cH:27][cH:28][cH:29]1.[C:14](=[O:15])([O-:16])[O-:17].[K+:18].[K+:19].[O:30]=[CH:31][N:32]([CH3:33])[CH3:34].[OH:1][c:2]1[cH:3][cH:4][c:5]2[c:6]([cH:13]1)[CH:7]=[C:8]([CH:11]=[O:12])[CH2:9][O:10]2>>[O:1]([c:2]1[cH:3][cH:4][c:5]2[c:6]([cH:13]1)[CH:7]=[C:8]([CH:11]=[O:12])[CH2:9][O:10]2)[CH2:21][CH2:22][CH2:23][c:24]1[cH:25][cH:26][cH:27][cH:28][cH:29]1. Isolated yield 5.8%. Solvent: O (water), CCO (EtOH). Reaction conditions: temperature 50 celsius. Procedure details: 3-(2-Methoxy-2-phenylacetyl)dihydro-2H-pyran-4(3H)-one (100 mg, 0.40 mmol), 1-(4-(2-methyl-1H-imidazol-1-yl)phenyl)guanidine (Example 41c) (87 mg, 0.40 mmol) and potassium carbonate (55.7 mg, 0.40 mmol) was slurrified in EtOH (4 mL) and heated to 50° C. for 15 h. DCM and water were added. The organic phase was separated, dried with MgSO4 concentrated and purified by preparative HPLC yielding 4-(methoxy(phenyl)methyl)-N-(4-(2-methyl-1H-imidazol-1-yl)phenyl)-7,8-dihydro-5H-pyrano[4,3-d]pyrimidin-2... Starting materials: C(Cl)Cl (DCM), COC(C(=O)C1COCCC1=O)C1=CC=CC=C1 (3-(2-Methoxy-2-phenylacetyl)dihydro-2H-pyran-4(3H)-one), CC=1N(C=CN1)C1=CC=C(C=C1)NC(=N)N (1-(4-(2-methyl-1H-imidazol-1-yl)phenyl)guanidine), C([O-])([O-])=O.[K+].[K+] (potassium carbonate). RXN SMILES: [CH3:1][O:2][CH:3]([C:13]1[CH:18]=[CH:17][CH:16]=[CH:15][CH:14]=1)[C:4]([CH:6]1[C:11](=O)[CH2:10][CH2:9][O:8][CH2:7]1)=O.[CH3:19][C:20]1[N:21]([C:25]2[CH:30]=[CH:29][C:28]([NH:31][C:32]([NH2:34])=[NH:33])=[CH:27][CH:26]=2)[CH:22]=[CH:23][N:24]=1.C(=O)([O-])[O-].[K+].[K+].C(Cl)Cl>CCO.O>[CH3:1][O:2][CH:3]([C:13]1[CH:18]=[CH:17][CH:16]=[CH:15][CH:14]=1)[C:4]1[C:6]2[CH2:7][O:8][CH2:9][CH2:10][C:11]=2[N:34]=[C:32]([NH:31][C:28]2[CH:29]=[CH:30][C:25]([N:21]3[CH:22]=[CH:23][N:24]=[C:20]3[CH3:19])=[CH:26][CH:27]=2)[N:33]=1 |f:2.3.4|. Yields the product COC(C=1C2=C(N=C(N1)NC1=CC=C(C=C1)N1C(=NC=C1)C)CCOC2)C2=CC=CC=C2 (4-(methoxy(phenyl)methyl)-N-(4-(2-methyl-1H-imidazol-1-yl)phenyl)-7,8-dihydro-5H-pyrano[4,3-d]pyrimidin-2-amine). Reactants: CO, [Na+], O=C([O-])C(=O)C=Cc1ccccc1, O=S(=O)(O)O. The product is COC(=O)C(=O)C=Cc1ccccc1. As a reaction SMILES: [CH3:20][OH:21].[Na+:19].[O:6]=[C:7]([C:8](=[O:9])[O-:10])[CH:11]=[CH:12][c:13]1[cH:14][cH:15][cH:16][cH:17][cH:18]1.[S:1](=[O:2])(=[O:3])([OH:4])[OH:5]>>[O:6]=[C:7]([C:8](=[O:9])[O:10][CH3:20])[CH:11]=[CH:12][c:13]1[cH:14][cH:15][cH:16][cH:17][cH:18]1.